This data is from the Open Reaction Database (ORD), a public repository of structured organic reaction records. The task is: describe an organic reaction: reactants, conditions, products, and yield The reactants are CC(C)(C(=O)O)c1ccc(Cl)cc1, CC(C)OC(=O)Nc1cccc(C2CCN(CCCN)CC2)c1. The product is CC(C)OC(=O)Nc1cccc(C2CCN(CCCNC(=O)C(C)(C)c3ccc(Cl)cc3)CC2)c1. As a reaction SMILES: [Cl:1][c:2]1[cH:3][cH:4][c:5]([C:8]([C:9](=[O:10])[OH:11])([CH3:12])[CH3:13])[cH:6][cH:7]1.[NH2:14][CH2:15][CH2:16][CH2:17][N:18]1[CH2:19][CH2:20][CH:21]([c:24]2[cH:25][c:26]([NH:30][C:31]([O:32][CH:33]([CH3:34])[CH3:35])=[O:36])[cH:27][cH:28][cH:29]2)[CH2:22][CH2:23]1>>[Cl:1][c:2]1[cH:3][cH:4][c:5]([C:8]([C:9](=[O:11])[NH:14][CH2:15][CH2:16][CH2:17][N:18]2[CH2:19][CH2:20][CH:21]([c:24]3[cH:25][c:26]([NH:30][C:31]([O:32][CH:33]([CH3:34])[CH3:35])=[O:36])[cH:27][cH:28][cH:29]3)[CH2:22][CH2:23]2)([CH3:12])[CH3:13])[cH:6][cH:7]1. Starting materials: solution, C(C(C)C)C1=CC=C(C=C1)[Mg]Br (p-isobutylphenyl magnesium bromide), BrC(C(=O)[O-])C.[Na+] (sodium α-bromopropionate), O (water), S(O)(O)(=O)=O (sulfuric acid). Solvent: C1CCOC1 (THF), C1CCOC1 (THF). Reaction conditions: time 12.5 minute. Yields the product C(C(C)C)C1=CC=C(C=C1)C(C(=O)O)C (α-(p-isobutylphenyl)propionic acid). Isolated yield 10.2%. Reaction SMILES: Br[CH:2]([CH3:6])[C:3]([O-:5])=[O:4].[Na+].[CH2:8]([C:12]1[CH:17]=[CH:16][C:15]([Mg]Br)=[CH:14][CH:13]=1)[CH:9]([CH3:11])[CH3:10].O.S(=O)(=O)(O)O>C1COCC1>[CH2:8]([C:12]1[CH:17]=[CH:16][C:15]([CH:2]([CH3:6])[C:3]([OH:5])=[O:4])=[CH:14][CH:13]=1)[CH:9]([CH3:11])[CH3:10] |f:0.1|. Reported procedure: A suspension of 1.75 g of sodium α-bromopropionate in 20 ml of THF was added to 15 ml of a 0.67 M solution of p-isobutylphenyl magnesium bromide in THF. The mixture was heated under reflux for 1 hour, and then cooled. Then, 15 ml of water and then 5 ml of 20% sulfuric acid were added. The mixture was stirred for 10 to 15 minutes, and extracted with diethyl ether. The extract was washed with water, and then, extracted with a 1 N aqueous solution of potassium carbonate. The extract was washed with...